This data is from the Open Reaction Database (ORD), a public repository of structured organic reaction records. The task is: describe an organic reaction: reactants, conditions, products, and yield Starting materials: C(C)(C)(C)OC(=O)N([C@H](C)C1=CC=CC2=CC=CC=C12)C[C@H]1CN(C[C@@H]1C1=CC=CC=C1)C1=C(C=C(C(=O)OC)C=C1F)F (methyl 4-[(3R,4S)-3-({(tert-butoxycarbonyl)[(1R)-1-(1-naphthyl)ethyl]amino}methyl)-4-phenylpyrrolidin-1-yl]-3,5-difluorobenzoate), [OH-].[Na+] (sodium hydroxide). Run in CO.C1CCOC1 (methanol THF). Reaction conditions: temperature 80 celsius, time 8 hour. Yields the product C(C)(C)(C)OC(=O)N([C@H](C)C1=CC=CC2=CC=CC=C12)C[C@H]1CN(C[C@@H]1C1=CC=CC=C1)C1=C(C=C(C(=O)O)C=C1F)F (4-[(3R,4S)-3-({(tert-butoxycarbonyl)[(1R)-1-(1-naphthyl)ethyl]amino}methyl)-4-phenylpyrrolidin-1-yl]-3,5-difluorobenzoic acid). Yield: 99.0%. As a reaction SMILES: [C:1]([O:5][C:6]([N:8]([CH2:21][C@@H:22]1[C@@H:26]([C:27]2[CH:32]=[CH:31][CH:30]=[CH:29][CH:28]=2)[CH2:25][N:24]([C:33]2[C:42]([F:43])=[CH:41][C:36]([C:37]([O:39]C)=[O:38])=[CH:35][C:34]=2[F:44])[CH2:23]1)[C@@H:9]([C:11]1[C:20]2[C:15](=[CH:16][CH:17]=[CH:18][CH:19]=2)[CH:14]=[CH:13][CH:12]=1)[CH3:10])=[O:7])([CH3:4])([CH3:3])[CH3:2].[OH-].[Na+]>CO.C1COCC1>[C:1]([O:5][C:6]([N:8]([CH2:21][C@@H:22]1[C@@H:26]([C:27]2[CH:28]=[CH:29][CH:30]=[CH:31][CH:32]=2)[CH2:25][N:24]([C:33]2[C:42]([F:43])=[CH:41][C:36]([C:37]([OH:39])=[O:38])=[CH:35][C:34]=2[F:44])[CH2:23]1)[C@@H:9]([C:11]1[C:20]2[C:15](=[CH:16][CH:17]=[CH:18][CH:19]=2)[CH:14]=[CH:13][CH:12]=1)[CH3:10])=[O:7])([CH3:2])([CH3:3])[CH3:4] |f:1.2,3.4|. Procedure details: A 60 ml portion of a methanol-THF (1:1) mixed solution of 2.09 g of methyl 4-[(3R,4S)-3-({(tert-butoxycarbonyl)[(1R)-1-(1-naphthyl)ethyl]amino}methyl)-4-phenylpyrrolidin-1-yl]-3,5-difluorobenzoate was mixed with 7.5 ml of 1 M sodium hydroxide aqueous solution at room temperature and stirred overnight at 80° C. The reaction solution was concentrated under a reduced pressure, 1 M hydrochloric acid was added to the thus obtained residue, and the precipitated solid was collected by filtration to obt... Starting materials: [C@H]1(CCCC2=CC=CC=C12)NC=1OCC2=C(N1)C=CC(=C2)N ((R)-N2-(1,2,3,4-Tetrahydro-naphthalen-1-yl)-4H-benzo [d][1,3]oxazine-2,6-diamine), O=C1N(C(CC1)=O)OC(CCl)=O (chloro-acetic acid 2,5-dioxo-pyrrolidin-1-yl ester). The solvent is C(C)#N (acetonitrile). Conditions: temperature 23 celsius, time 1 hour. The product is ClCC(=O)NC1=CC2=C(N=C(OC2)N[C@@H]2CCCC3=CC=CC=C23)C=C1 (2-Chloro-N-{2-[(R)-(1,2,3,4-tetrahydro-naphthalen-1-yl)amino]-4H-benzo[d][1,3]oxazin-6-yl}-acetamide). Isolated yield 100.0%. RXN SMILES: [C@H:1]1([NH:11][C:12]2[O:13][CH2:14][C:15]3[CH:21]=[C:20]([NH2:22])[CH:19]=[CH:18][C:16]=3[N:17]=2)[C:10]2[C:5](=[CH:6][CH:7]=[CH:8][CH:9]=2)[CH2:4][CH2:3][CH2:2]1.O=C1CCC(=O)N1[O:30][C:31](=O)[CH2:32][Cl:33]>C(#N)C>[Cl:33][CH2:32][C:31]([NH:22][C:20]1[CH:19]=[CH:18][C:16]2[N:17]=[C:12]([NH:11][C@H:1]3[C:10]4[C:5](=[CH:6][CH:7]=[CH:8][CH:9]=4)[CH2:4][CH2:3][CH2:2]3)[O:13][CH2:14][C:15]=2[CH:21]=1)=[O:30]. Procedure: A mixture of (R)-N2-(1,2,3,4-tetrahydro-naphthalen-1-yl)-4H-benzo[d][1,3]oxazine-2,6-diamine (Example 33) (293 mg, 1 mmol) and chloro-acetic acid 2,5-dioxo-pyrrolidin-1-yl ester (CAS 27243-15-8) (192 mg, 1 mmol) in acetonitrile (2 ml) was stirred at 23° C. for 1 h. Poured onto water and extracted with ethyl acetate, dried the combined organic layers over sodium sulfate, filtered off and evaporated totally to give the title compound as a light red oil (370 mg, 100%, HPLC 1.185 min), MS (ISP) m/e=...